Dataset: the Open Reaction Database (ORD), a public repository of structured organic reaction records. Task: describe an organic reaction: reactants, conditions, products, and yield Reactants: ClC1=NC(=NC=2CCCCC12)C (4-chloro-5,6,7,8-tetrahydro-2-methylquinazoline), Cl.N1N=NN=C1C1=C(C=CC=C1)C1=CC=C(C=C1)CN (N-[[2'-(1H-tetrazol-5-yl)[1,1'-biphenyl]-4-yl]methyl]amine hydrochloride), C([O-])([O-])=O.[K+].[K+] (potassium carbonate). The solvent is CN(C=O)C (dimethylformamide). Reaction conditions: temperature 95 celsius. Product: N1N=NN=C1C1=C(C=CC=C1)C1=CC=C(C=C1)CNC1=NC(=NC=2CCCCC12)C (5,6,7,8-tetrahydro-N-[[2'-(1H-tetrazol-5-yl)[1.1'-biphenyl]-4-yl]methyl]-2-methyl-4-quinazolinamine). Yield: 30.6%. As a reaction SMILES: Cl[C:2]1[C:11]2[CH2:10][CH2:9][CH2:8][CH2:7][C:6]=2[N:5]=[C:4]([CH3:12])[N:3]=1.Cl.[NH:14]1[C:18]([C:19]2[CH:24]=[CH:23][CH:22]=[CH:21][C:20]=2[C:25]2[CH:30]=[CH:29][C:28]([CH2:31][NH2:32])=[CH:27][CH:26]=2)=[N:17][N:16]=[N:15]1.C(=O)([O-])[O-].[K+].[K+]>CN(C)C=O>[NH:17]1[C:18]([C:19]2[CH:24]=[CH:23][CH:22]=[CH:21][C:20]=2[C:25]2[CH:30]=[CH:29][C:28]([CH2:31][NH:32][C:2]3[C:11]4[CH2:10][CH2:9][CH2:8][CH2:7][C:6]=4[N:5]=[C:4]([CH3:12])[N:3]=3)=[CH:27][CH:26]=2)=[N:14][N:15]=[N:16]1 |f:1.2,3.4.5|. Procedure: To 10 mL of dimethylformamide were added 0.57 g of 4-chloro-5,6,7,8-tetrahydro-2-methylquinazoline, 0.45 g of N-[[2'-(1H-tetrazol-5-yl)[1,1'-biphenyl]-4-yl]methyl]amine hydrochloride and 1.30 g of anhydrous potassium carbonate. The resulting mixture was heated at 95° C. for 5 days and then cooled to room temperature. The resulting mixture was run through a silica plug (methanol/chloroform/ammonia eluant) and after all solvent was removed by evaporation the resulting residue was purified on silic... Starting materials: ice water, C(C)(=O)C1=NC=C(C=C1NC(CC(=O)OCC)=O)C(F)(F)F (ethyl 3-(2-acetyl-5-(trifluoromethyl)pyridin-3-ylamino)-3-oxopropanoate), [H-].[Na+] (NaH). The solvent is C(C)O (ethanol). Run at time 1 hour. The product is OC1=NC2=CC(=CN=C2C(=C1C(=O)OCC)C)C(F)(F)F (ethyl 2-hydroxy-4-methyl-7-(trifluoromethyl)-1,5-naphthyridine-3-carboxylate). Isolated yield 82.5%. As a reaction SMILES: [C:1]([C:4]1[C:9]([NH:10][C:11](=[O:18])[CH2:12][C:13]([O:15][CH2:16][CH3:17])=[O:14])=[CH:8][C:7]([C:19]([F:22])([F:21])[F:20])=[CH:6][N:5]=1)(=O)[CH3:2].[H-].[Na+]>C(O)C>[OH:18][C:11]1[C:12]([C:13]([O:15][CH2:16][CH3:17])=[O:14])=[C:1]([CH3:2])[C:4]2[C:9](=[CH:8][C:7]([C:19]([F:22])([F:21])[F:20])=[CH:6][N:5]=2)[N:10]=1 |f:1.2|. Procedure: To a cooled (ice water batch) suspension of ethyl 3-(2-acetyl-5-(trifluoromethyl)pyridin-3-ylamino)-3-oxopropanoate (1.35 g, 4.24 mmol, 1 eq.) in ethanol (15 ml) was added NaH (60% w/w suspension in oil, 0.19 g, 4.66 mmol, 1.1 eq.) portion wise. The reaction mixture was stirred at RT for 1 h. Then the reaction was quenched with water (20 ml) and ethanol was distilled off. The residue was acidified with 5M aq. HCl (pH˜4) and was extracted with EtOAc (3×100 ml). The combined organic layers were wa...